Dataset: the Open Reaction Database (ORD), a public repository of structured organic reaction records. Task: describe an organic reaction: reactants, conditions, products, and yield Reactants: F[B-](F)(F)F, O=C([O-])O, C1COC1, CC#N, [Li+], Nc1ccc(Cl)cc1, [Na+]. Yields the product OCCCNc1ccc(Cl)cc1. RXN SMILES: [B-:9]([F:10])([F:11])([F:12])[F:13].[C:19](=[O:20])([OH:21])[O-:22].[CH2:15]1[CH2:16][O:17][CH2:18]1.[CH3:24][C:25]#[N:26].[Li+:14].[NH2:1][c:2]1[cH:3][cH:4][c:5]([Cl:6])[cH:7][cH:8]1.[Na+:23]>>[NH:1]([c:2]1[cH:3][cH:4][c:5]([Cl:6])[cH:7][cH:8]1)[CH2:18][CH2:15][CH2:16][OH:17]. Reaction conditions: temperature 5 celsius, time 30 minute. Reaction SMILES: [F:1][CH:2]([F:11])[C@@H:3]([C@H:5]1[CH2:9][O:8][C:7](=[O:10])[NH:6]1)[CH3:4].[Cl:12][C:13]1[N:18]=[C:17](Cl)[C:16]([F:20])=[CH:15][N:14]=1.[H-].[Na+]>CN(C=O)C.C(OC(=O)C)C.[Cl-].[Na+].O.O>[Cl:12][C:13]1[N:18]=[C:17]([N:6]2[C@@H:5]([C@@H:3]([CH3:4])[CH:2]([F:1])[F:11])[CH2:9][O:8][C:7]2=[O:10])[C:16]([F:20])=[CH:15][N:14]=1 |f:2.3,6.7.8.9|. Yields the product ClC1=NC=C(C(=N1)N1C(OC[C@@H]1[C@H](C(F)F)C)=O)F ((S)-3-(2-chloro-5-fluoropyrimidin-4-yl)-4-((R)-1,1-difluoropropan-2-yl)oxazolidin-2-one). Solvent: C(C)OC(C)=O (ethylacetate), CN(C)C=O (DMF), [Cl-].[Na+].O.O (brine water), C(C)OC(C)=O (ethylacetate), [Cl-].[Na+].O.O (brine water). Yield: 65.7%. Reactants: FC([C@H](C)[C@@H]1NC(OC1)=O)F ((S)-4-((R)-1,1-difluoropropan-2-yl)oxazolidin-2-one), ClC1=NC=C(C(=N1)Cl)F (2,4-dichloro-5-fluoropyrimidine), [H-].[Na+] (sodium hydride), sodium chloride ice, [H-].[Na+] (sodium hydride), [H-].[Na+] (sodium hydride). Procedure details: To a solution of (S)-4-((R)-1,1-difluoropropan-2-yl)oxazolidin-2-one (114 mg, 069 mmol) and 2,4-dichloro-5-fluoropyrimidine (115 mg, 0.690 mmol) in DMF (2.26 mL) was added sodium hydride (60% wt.; 35.9 mg) in three portions at <0° C. (sodium chloride/ice). After the first portion of sodium hydride the mixture was stirred for ˜5 min. The remaining two portions of sodium hydride were added over ˜5 min and stirring was continued for 30 min. The mixture was diluted with ethylacetate (10 mL), stirred... The reactants are COC(=O)CBr, c1ccc(C2(c3ccc4nc(-c5ccc6c(c5)CNC6)sc4n3)CC2)cc1, CCN(C(C)C)C(C)C, ClCCl. The product is COC(=O)CN1Cc2ccc(-c3nc4ccc(C5(c6ccccc6)CC5)nc4s3)cc2C1. RXN SMILES: [Br:37][CH2:38][C:39](=[O:40])[O:41][CH3:42].[CH2:1]1[NH:2][CH2:3][c:4]2[cH:5][c:6](-[c:10]3[s:11][c:12]4[n:13][c:14]([C:19]5([c:22]6[cH:23][cH:24][cH:25][cH:26][cH:27]6)[CH2:20][CH2:21]5)[cH:15][cH:16][c:17]4[n:18]3)[cH:7][cH:8][c:9]21.[CH:28]([N:29]([CH:30]([CH3:31])[CH3:32])[CH2:33][CH3:34])([CH3:35])[CH3:36].[Cl:43][CH2:44][Cl:45]>>[CH2:1]1[N:2]([CH2:38][C:39](=[O:40])[O:41][CH3:42])[CH2:3][c:4]2[cH:5][c:6](-[c:10]3[s:11][c:12]4[n:13][c:14]([C:19]5([c:22]6[cH:23][cH:24][cH:25][cH:26][cH:27]6)[CH2:20][CH2:21]5)[cH:15][cH:16][c:17]4[n:18]3)[cH:7][cH:8][c:9]21.